This data is from the Open Reaction Database (ORD), a public repository of structured organic reaction records. The task is: describe an organic reaction: reactants, conditions, products, and yield Starting materials: ClC1=C(C(=O)O)C=CC(=C1)S(=O)(=O)C (2-chloro-4-methylsulfonylbenzoic acid), S(=O)(Cl)Cl (thionyl chloride), O1CCOCC1 (dioxane). Reagents/catalysts: CN(C=O)C (dimethylformamide). Reaction conditions: time 15 minute. The product is ClC1=C(C(=O)C2C(CCCC2=O)=O)C=CC(=C1)S(=O)(=O)C (2-[2-chloro-4-(methylsulfonyl)benzoyl]-1,3-cyclohexanedione). Reaction SMILES: [Cl:1][C:2]1[CH:10]=[C:9]([S:11]([CH3:14])(=[O:13])=[O:12])[CH:8]=[CH:7][C:3]=1[C:4]([OH:6])=O.S(Cl)(Cl)=O.[O:19]1[CH2:24][CH2:23]OCC1>CN(C)C=O>[Cl:1][C:2]1[CH:10]=[C:9]([S:11]([CH3:14])(=[O:13])=[O:12])[CH:8]=[CH:7][C:3]=1[C:4]([CH:23]1[C:24](=[O:19])[CH2:10][CH2:2][CH2:3][C:4]1=[O:6])=[O:6]. Procedure details: 42.5 g of 2-chloro-4-methylsulfonylbenzoic acid were boiled in 160 ml of dioxane with 5 drops of dimethylformamide and 25.1 ml of thionyl chloride until the evolution of gas subsided. The solvent was stripped off with the exclusion of moisture on a rotary evaporator. To the oily residue there were added at 0° C. 19.7 g of 1,3-cyclohexanedione in 250 ml of acetonitrile, and 63.1 ml of triethylamine were then added dropwise at this temperature. Stirring was continued for 15 minutes, 15.3 ml of ace... Reactants: CNS(=O)(=O)C1=CC(=C(C=C1)O)C(C)=O (N-methyl-3-acetyl-4-hydroxy-benzenesulfonic acid amide), CN (mono methyl amine). Yields the product C(C)(=O)C=1C=C(C=CC1O)S(=O)(=O)N (3-acetyl-4-hydroxy-benzenesulfonic acid amide). Reaction SMILES: C[NH:2][S:3]([C:6]1[CH:11]=[CH:10][C:9]([OH:12])=[C:8]([C:13](=[O:15])[CH3:14])[CH:7]=1)(=[O:5])=[O:4].CN>>[C:13]([C:8]1[CH:7]=[C:6]([S:3]([NH2:2])(=[O:4])=[O:5])[CH:11]=[CH:10][C:9]=1[OH:12])(=[O:15])[CH3:14]. Procedure: The title compound was prepared in a similar manner as for the preparation of N-methyl-3-acetyl-4-hydroxy-benzenesulfonic acid amide, but substituting ammonia for mono methyl amine. Reactants: BrC1=CC=2N3C4=C(C=C(C=C4C2C=C1)OCCCO)C(C(=C3)CC=3C=NC=CC3)=O (9-bromo-2-(3-hydroxypropyloxy)-5-(3-pyridylmethyl)-4H-pyrido[3,2,1-jk]carbazole-4-one), Cl (hydrogen chloride). Run in CO (methanol), CO (methanol). Conditions: time 5 minute. The product is Cl.BrC1=CC=2N3C4=C(C=C(C=C4C2C=C1)OCCCO)C(C(=C3)CC=3C=NC=CC3)=O (9-bromo-2-(3-hydroxypropyloxy)-5-(3-pyridylmethyl)-4H-pyrido[3,2,1-jk]carbazole-4-one hydrochloride). The yield is 98.0%. Reaction SMILES: [Br:1][C:2]1[CH:14]=[CH:13][C:12]2[C:11]3[C:6]4=[C:7]([C:20](=[O:30])[C:21]([CH2:23][C:24]5[CH:25]=[N:26][CH:27]=[CH:28][CH:29]=5)=[CH:22][N:5]4[C:4]=2[CH:3]=1)[CH:8]=[C:9]([O:15][CH2:16][CH2:17][CH2:18][OH:19])[CH:10]=3.[ClH:31]>CO>[ClH:31].[Br:1][C:2]1[CH:14]=[CH:13][C:12]2[C:11]3[C:6]4=[C:7]([C:20](=[O:30])[C:21]([CH2:23][C:24]5[CH:25]=[N:26][CH:27]=[CH:28][CH:29]=5)=[CH:22][N:5]4[C:4]=2[CH:3]=1)[CH:8]=[C:9]([O:15][CH2:16][CH2:17][CH2:18][OH:19])[CH:10]=3 |f:3.4|. Reported procedure: 9-bromo-2-(3-hydroxypropyloxy)-5-(3-pyridylmethyl)-4H-pyrido[3,2,1-jk]carbazole-4-one (300 mg) obtained in Example 110 was suspended in methanol (10 ml) and a solution of hydrogen chloride in methanol (5 ml) was added on an ice bath. The mixture was stirred for 5 minutes. The solvent was evaporated under reduced pressure, and the resulting crude crystals were washed with ether to obtain the title compound (320 mg, 98%). The reactants are P(O)(O)(O)=O (phosphoric acid), CC(=CC=CC(CCC)=O)CCCC(=C)C (8,12-dimethyltrideca-5,7,12-tri-en-4-on), O (water). The solvent is C1=CC=CC=C1 (benzene). Reaction conditions: temperature 20 celsius, time 2 hour. Product: CC1(C(C(CCC1)C)CCC(CCC)O)C (1(2,2,6-trimethylcyclohexyl)-hexane-3-ol). As a reaction SMILES: [CH3:1][C:2]([CH2:11][CH2:12][CH2:13][C:14]([CH3:16])=[CH2:15])=[CH:3][CH:4]=[CH:5][C:6](=[O:10])[CH2:7][CH2:8][CH3:9].P(=O)(O)(O)O.O>C1C=CC=CC=1>[CH3:15][C:14]1([CH3:16])[CH2:13][CH2:12][CH2:11][CH:2]([CH3:1])[CH:3]1[CH2:4][CH2:5][CH:6]([OH:10])[CH2:7][CH2:8][CH3:9]. Procedure: 1.66 kilograms of 8,12-dimethyltrideca-5,7,12-tri-en-4-on dissolved in 3 kilograms benzene are dropped while stirring at 10°-15° C. into 1.66 kilograms phosphoric acid and the reaction mixture is stirred for 2 hours at 20° C. and thereafter for 3 hours at 30° C. Thereupon water is added, the aqueous phase is extracted twice with benzene, the benzene extract is neutrally washed with sodium carbonate solution, and the benzene is then removed by distillation. The reaction product is purified by dis... The reactants are C(C)OC(C(=O)OCC)=O (diethyloxalate), atmosphere, IC=1C=C2C=CC=NC2=CC1 (6-iodoquinoline), [Li+].[Cl-] (LiCl). Run in C1CCOC1 (THF), C1CCOC1 (THF). Conditions: temperature -20 celsius. The product is O=C(C(=O)OCC)C=1C=C2C=CC=NC2=CC1 (ethyl oxo(quinolin-6-yl)acetate). Isolated yield 70.0%. RXN SMILES: I[C:2]1[CH:3]=[C:4]2[C:9](=[CH:10][CH:11]=1)[N:8]=[CH:7][CH:6]=[CH:5]2.[Li+].[Cl-].[CH2:14]([O:16][C:17](=[O:23])[C:18](OCC)=[O:19])[CH3:15]>C1COCC1>[O:19]=[C:18]([C:2]1[CH:3]=[C:4]2[C:9](=[CH:10][CH:11]=1)[N:8]=[CH:7][CH:6]=[CH:5]2)[C:17]([O:16][CH2:14][CH3:15])=[O:23] |f:1.2|. Procedure: Under inert atmosphere 255 g 6-iodoquinoline (1 mol) is dissolved in THF and cooled to −20° C. and 808 g IpMgCl.LiCl (1.1 moles) is added. This cold solution is added to a solution of 438 g diethyloxalate (3 moles) in 1800 mL THF at low temperature (−78° C.). The reaction mixture is heated to 0° C. and is quenched with a saturated ammonium acetate solution (0.8 L/mole). Ethyl oxo(quinolin-6-yl)acetate is extracted with ethyl acetate (1 L) from this mixture. After chromatography (silica, heptanes... The reactants are BrC1=CC=C(C=C1)OC (4-bromoanisole), C(C)(=O)C1=C(N=C(S1)C)C (5-acetyl-2,4-dimethylthiazole). Product: COC1=CC=C(C=C1)C(C)(O)C1=C(N=C(S1)C)C (1-(4-Methoxyphenyl)-1-(2,4-dimethyl-5-thiazolvl)ethanol). As a reaction SMILES: Br[C:2]1[CH:7]=[CH:6][C:5]([O:8][CH3:9])=[CH:4][CH:3]=1.[C:10]([C:13]1[S:17][C:16]([CH3:18])=[N:15][C:14]=1[CH3:19])(=[O:12])[CH3:11]>>[CH3:9][O:8][C:5]1[CH:6]=[CH:7][C:2]([C:10]([C:13]2[S:17][C:16]([CH3:18])=[N:15][C:14]=2[CH3:19])([OH:12])[CH3:11])=[CH:3][CH:4]=1. Procedure: Following the general method of Example 3 but starting with 4-bromoanisole and 5-acetyl-2,4-dimethylthiazole, the title compound was prepared. M.p. 114-115.5° C. The reactants are [Al+3], CC(C)(O)CSc1ccc(Br)cc1, [Cl-], [Cl-], [Cl-], O, S=C=S. Yields the product CC1(C)CSc2ccc(Br)cc21. Reaction SMILES: [Al+3:2].[Br:5][c:6]1[cH:7][cH:8][c:9]([S:12][CH2:13][C:14]([CH3:15])([OH:16])[CH3:17])[cH:10][cH:11]1.[Cl-:1].[Cl-:3].[Cl-:4].[OH2:18].[S:19]=[C:20]=[S:21]>>[Br:5][c:6]1[cH:7][c:8]2[c:9]([cH:10][cH:11]1)[S:12][CH2:13][C:14]2([CH3:15])[CH3:17]. Starting materials: CCN(C(C)C)C(C)C, CC1CN(c2ncccc2Cl)CC(C)N1, Clc1ccccc1Cl, ClCCl, O=S(=O)(Cl)Cl. The product is CC1CN(c2ncccc2Cl)CC(C)N1S(=O)(=O)c1ccc(Cl)c(Cl)c1. Reaction SMILES: [CH:29]([N:30]([CH:31]([CH3:32])[CH3:33])[CH2:34][CH3:35])([CH3:36])[CH3:37].[Cl:1][c:2]1[c:3]([N:8]2[CH2:9][CH:10]([CH3:15])[NH:11][CH:12]([CH3:14])[CH2:13]2)[n:4][cH:5][cH:6][cH:7]1.[Cl:21][c:22]1[cH:23][cH:24][cH:25][cH:26][c:27]1[Cl:28].[Cl:38][CH2:39][Cl:40].[S:16](=[O:17])(=[O:18])([Cl:19])[Cl:20]>>[Cl:1][c:2]1[c:3]([N:8]2[CH2:9][CH:10]([CH3:15])[N:11]([S:16](=[O:17])(=[O:18])[c:25]3[cH:24][cH:23][c:22]([Cl:21])[c:27]([Cl:28])[cH:26]3)[CH:12]([CH3:14])[CH2:13]2)[n:4][cH:5][cH:6][cH:7]1. Starting materials: N1CC(CC1)COC=1C(=NC=CC1)C(=O)OCC (ethyl 3-(pyrrolidin-3-ylmethoxy)picolinate), FC([C@@H]1CC[C@H](CC1)C(=O)O)(F)F (trans-4-(trifluoromethyl)cyclohexanecarboxylic acid), N1C(=CC2=CC=CC=C12)C(=O)O (indole-2-carboxylic acid). Yields the product FC([C@@H]1CC[C@H](CC1)C(=O)N1C(CCC1)COC=1C(=NC=CC1)C(=O)OCC)(F)F (ethyl 3-((1-(trans-4-(trifluoromethyl)cyclohexanecarbonyl)pyrrolidin-2-yl)methoxy)picolinate). As a reaction SMILES: N1[CH2:5][CH2:4][CH:3]([CH2:6][O:7][C:8]2[C:9]([C:14]([O:16][CH2:17][CH3:18])=[O:15])=[N:10][CH:11]=[CH:12][CH:13]=2)C1.[F:19][C:20]([F:31])([F:30])[C@H:21]1[CH2:26][CH2:25][C@H:24]([C:27](O)=[O:28])[CH2:23][CH2:22]1.[NH:32]1C2C(=CC=CC=2)C=[C:33]1C(O)=O>>[F:19][C:20]([F:31])([F:30])[C@H:21]1[CH2:26][CH2:25][C@H:24]([C:27]([N:32]2[CH2:33][CH2:5][CH2:4][CH:3]2[CH2:6][O:7][C:8]2[C:9]([C:14]([O:16][CH2:17][CH3:18])=[O:15])=[N:10][CH:11]=[CH:12][CH:13]=2)=[O:28])[CH2:23][CH2:22]1. Procedure details: The title compound was prepared according to the procedure described in Step 3 of EXAMPLE 1 using ethyl 3-(pyrrolidin-3-ylmethoxy)picolinate (EXAMPLE 92, Step 2) and trans-4-(trifluoromethyl)cyclohexanecarboxylic acid instead of (R)-3-(pyrrolidin-2-ylmethoxy)picolinamide dihydrochloride and indole-2-carboxylic acid. Starting materials: CC1CN(c2ncccc2C(F)(F)F)CCN1, [Cl-], O=C(O)C1CN(S(=O)(=O)c2ccccc2)C(=O)N1C1CCCCC1. Product: CC1CN(c2ncccc2C(F)(F)F)CCN1C(=O)C1CN(S(=O)(=O)c2ccccc2)C(=O)N1C1CCCCC1. RXN SMILES: [CH3:26][CH:27]1[CH2:28][N:29]([c:33]2[n:34][cH:35][cH:36][cH:37][c:38]2[C:39]([F:40])([F:41])[F:42])[CH2:30][CH2:31][NH:32]1.[Cl-:25].[c:1]1([S:7](=[O:8])(=[O:9])[N:10]2[C:11](=[O:24])[N:12]([CH:18]3[CH2:19][CH2:20][CH2:21][CH2:22][CH2:23]3)[CH:13]([C:15](=[O:16])[OH:17])[CH2:14]2)[cH:2][cH:3][cH:4][cH:5][cH:6]1>>[c:1]1([S:7](=[O:8])(=[O:9])[N:10]2[C:11](=[O:24])[N:12]([CH:18]3[CH2:19][CH2:20][CH2:21][CH2:22][CH2:23]3)[CH:13]([C:15](=[O:17])[N:32]3[CH:27]([CH3:26])[CH2:28][N:29]([c:33]4[n:34][cH:35][cH:36][cH:37][c:38]4[C:39]([F:40])([F:41])[F:42])[CH2:30][CH2:31]3)[CH2:14]2)[cH:2][cH:3][cH:4][cH:5][cH:6]1.